This data is from the Open Reaction Database (ORD), a public repository of structured organic reaction records. The task is: describe an organic reaction: reactants, conditions, products, and yield The reactants are Cl (HCl), Cl (HCl), C1(=CC=CC=C1)C(=O)C1=CC=2C(=CN=CC2)N1 (phenyl(1H-pyrrolo[2,3-c]pyridin-2-yl)methanone), NOC1CCN(CC1)C(=O)OC(C)(C)C (tert-butyl 4-(aminooxy)piperidine-1-carboxylate). The solvent is CCO (EtOH), C(C)OCC (diethyl ether). Run at time 3 hour. The product is C1(=CC=CC=C1)C(C1=CC=2C(=CN=CC2)N1)=NOC1CCN(CC1)C(=O)OC(C)(C)C (tert-butyl 4-[[[phenyl(1H-pyrrolo[2,3-c]pyridin-2-yl)methylene]amino]oxy]piperidine-1-carboxylate). The yield is 21.3%. Reaction SMILES: [C:1]1([C:7]([C:9]2[NH:17][C:12]3=[CH:13][N:14]=[CH:15][CH:16]=[C:11]3[CH:10]=2)=O)[CH:6]=[CH:5][CH:4]=[CH:3][CH:2]=1.[NH2:18][O:19][CH:20]1[CH2:25][CH2:24][N:23]([C:26]([O:28][C:29]([CH3:32])([CH3:31])[CH3:30])=[O:27])[CH2:22][CH2:21]1.Cl>CCO.C(OCC)C>[C:1]1([C:7](=[N:18][O:19][CH:20]2[CH2:21][CH2:22][N:23]([C:26]([O:28][C:29]([CH3:32])([CH3:31])[CH3:30])=[O:27])[CH2:24][CH2:25]2)[C:9]2[NH:17][C:12]3=[CH:13][N:14]=[CH:15][CH:16]=[C:11]3[CH:10]=2)[CH:6]=[CH:5][CH:4]=[CH:3][CH:2]=1. Reported procedure: A mixture of phenyl(1H-pyrrolo[2,3-c]pyridin-2-yl)methanone (Example 35) (300 mg, 1.34 mmol) and tert-butyl 4-(aminooxy)piperidine-1-carboxylate (Reference Example 10) (289 mg, 1.34 mmol) in EtOH (30 mL) was adjusted to pH 4-5 with HCl (1.9 mL of a 1 N HCl solution in diethyl ether, 1.9 mmol). The reaction mixture was heated to reflux. After 3 h, the reaction mixture was concentrated under reduced pressure. The residue was partitioned between EtOAc and saturated NaHCO3. The aqueous layer was sep... Starting materials: O=C([O-])[O-], COCCBr, CN(C)C=O, Cl, Cl, [I-], Nc1ncnc2c1c(I)nn2C1CCNCC1, [K+], [K+], [K+]. The product is COCCN1CCC(n2nc(I)c3c(N)ncnc32)CC1. Reaction SMILES: [C:20](=[O:21])([O-:22])[O-:23].[CH3:26][O:27][CH2:28][CH2:29][Br:30].[CH3:33][N:34]([CH3:35])[CH:36]=[O:37].[ClH:1].[ClH:2].[I-:32].[I:3][c:4]1[n:5][n:6]([CH:14]2[CH2:15][CH2:16][NH:17][CH2:18][CH2:19]2)[c:7]2[n:8][cH:9][n:10][c:11]([NH2:13])[c:12]12.[K+:24].[K+:25].[K+:31]>>[I:3][c:4]1[n:5][n:6]([CH:14]2[CH2:15][CH2:16][N:17]([CH2:29][CH2:28][O:27][CH3:26])[CH2:18][CH2:19]2)[c:7]2[n:8][cH:9][n:10][c:11]([NH2:13])[c:12]12. Reactants: COc1nc(C)c(OCc2ccccc2)c(C)n1, CC(=O)O, CCO, [K+], [OH-], O. Product: COc1nc(C)c(O)c(C)n1. As a reaction SMILES: [CH3:1][O:2][c:3]1[n:4][c:5]([CH3:18])[c:6]([O:10][CH2:11][c:12]2[cH:13][cH:14][cH:15][cH:16][cH:17]2)[c:7]([CH3:9])[n:8]1.[CH3:21][C:22](=[O:23])[OH:24].[CH3:25][CH2:26][OH:27].[K+:20].[OH-:19].[OH2:28]>>[CH3:1][O:2][c:3]1[n:4][c:5]([CH3:18])[c:6]([OH:10])[c:7]([CH3:9])[n:8]1. The reactants are ClC1=CC=C(C=C1)B(O)O ((4-chlorophenyl)boronic acid), [N+](=O)([O-])C1=CC=C(C(=O)Cl)C=C1 (4-nitrobenzoyl chloride), [O-]P(=O)([O-])[O-].[K+].[K+].[K+] (K3PO4). The reagents and catalysts are Cl[Pd]([P](C1=CC=CC=C1)(C2=CC=CC=C2)C3=CC=CC=C3)([P](C4=CC=CC=C4)(C5=CC=CC=C5)C6=CC=CC=C6)Cl (bis(triphenylphosphine)palladium(II) chloride). Run in C1(=CC=CC=C1)C (toluene). The product is ClC1=CC=C(C=C1)C(=O)C1=CC=C(C=C1)[N+](=O)[O-] ((4-Chlorophenyl)(4-nitrophenyl)methanone). As a reaction SMILES: [Cl:1][C:2]1[CH:7]=[CH:6][C:5](B(O)O)=[CH:4][CH:3]=1.[N+:11]([C:14]1[CH:22]=[CH:21][C:17]([C:18](Cl)=[O:19])=[CH:16][CH:15]=1)([O-:13])=[O:12].[O-]P([O-])([O-])=O.[K+].[K+].[K+]>C1(C)C=CC=CC=1.Cl[Pd](Cl)([P](C1C=CC=CC=1)(C1C=CC=CC=1)C1C=CC=CC=1)[P](C1C=CC=CC=1)(C1C=CC=CC=1)C1C=CC=CC=1>[Cl:1][C:2]1[CH:7]=[CH:6][C:5]([C:18]([C:17]2[CH:16]=[CH:15][C:14]([N+:11]([O-:13])=[O:12])=[CH:22][CH:21]=2)=[O:19])=[CH:4][CH:3]=1 |f:2.3.4.5,^1:40,59|. Procedure: A mixture of (4-chlorophenyl)boronic acid (1.50 g, 9.59 mmol), 4-nitrobenzoyl chloride (1.78 g 9.59 mmol), bis(triphenylphosphine)palladium(II) chloride (0.137 g, 0.192 mmol) and K3PO4 (3.34 g, 19.2 mmol) in toluene (30 mL) was treated as described in WO 2010/015355 to provide the title compound. The reactants are COC1=CC=C(C=C1)CCO (2-(4-methoxyphenyl)ethanol), [Na] (sodium), C(C)O (ethanol). Solvent: N (ammonia). The product is OC(C)C=1CC=C(CC1)OC (4-(1-Hydroxyethyl)-1-methoxy-1,4-cyclohexadiene). As a reaction SMILES: [CH3:1][O:2][C:3]1[CH:8]=[CH:7][C:6]([CH2:9][CH2:10]O)=[CH:5][CH:4]=1.[Na].C([OH:15])C>N>[OH:15][CH:9]([C:6]1[CH2:5][CH:4]=[C:3]([O:2][CH3:1])[CH2:8][CH:7]=1)[CH3:10] |^1:11|. Reported procedure: A solution of 40 g of 2-(4-methoxyphenyl)ethanol in 80 ml of ethanol and 800 ml of ammonia reduced with 30.4 g of sodium to yield 27.4 g, bp 87°-89° (0.7 mm), identified by nmr. The reactants are CCOC(=O)N1CCC(n2c(=O)[nH]c3ccc(C)cc32)CC1, Cl, [Na+], [OH-]. Yields the product Cc1ccc2[nH]c(=O)n(C3CCNCC3)c2c1. RXN SMILES: [CH3:1][c:2]1[cH:3][cH:4][c:5]2[c:6]([n:7]([CH:11]3[CH2:12][CH2:13][N:14]([C:17]([O:18][CH2:19][CH3:20])=[O:21])[CH2:15][CH2:16]3)[c:8](=[O:10])[nH:9]2)[cH:22]1.[ClH:23].[Na+:25].[OH-:24]>>[CH3:1][c:2]1[cH:3][cH:4][c:5]2[c:6]([n:7]([CH:11]3[CH2:12][CH2:13][NH:14][CH2:15][CH2:16]3)[c:8](=[O:10])[nH:9]2)[cH:22]1. Reactants: CC1C2(CCCOC2O)CCC(=C1)C (7,9-dimethyl-2-oxaspiro[5.5]undec-8-en-1-ol), CC=1C=CC(=CC1)S(=O)(=O)O (p-TsOH). Run in CO (methanol), CC(C)(C)OC (MTBE). Yields the product COC1OCCCC12C(C=C(CC2)C)C (1-Methoxy-7,9-dimethyl-2-oxaspiro[5.5]undec-8-ene). Isolated yield 7041.6%. Reaction SMILES: [CH3:1][CH:2]1[CH:13]=[C:12]([CH3:14])[CH2:11][CH2:10][C:3]21[CH:8]([OH:9])[O:7][CH2:6][CH2:5][CH2:4]2.[CH3:15]C1C=CC(S(O)(=O)=O)=CC=1>CO.CC(OC)(C)C>[CH3:15][O:9][CH:8]1[C:3]2([CH2:10][CH2:11][C:12]([CH3:14])=[CH:13][CH:2]2[CH3:1])[CH2:4][CH2:5][CH2:6][O:7]1. Procedure: A solution of 7,9-dimethyl-2-oxaspiro[5.5]undec-8-en-1-ol (5.0 g, 26 mmol) and p-TsOH (50 mg) in methanol (20 ml) was stirred at reflux temperature for 0.5 hours. The mixture was diluted with MTBE, washed with water and brine, dried (MgSO4) and concentrated in vacuo. The residue was distilled bulb-to-bulb to yield a colorless oil (4.3 g, 80%). The reactants are O, CN1C(C(=O)Nc2ccccn2)=C(S(=O)(=O)c2ccccc2)c2ccccc2S1(=O)=O. The product is CN1C(C(=O)Nc2ccccn2)=C(O)c2ccccc2S1(=O)=O. RXN SMILES: [OH2:32].[n:1]1[c:2]([NH:7][C:8](=[O:9])[C:10]2=[C:15]([S:16]([c:17]3[cH:18][cH:19][cH:20][cH:21][cH:22]3)(=[O:23])=[O:24])[c:14]3[c:13]([cH:28][cH:27][cH:26][cH:25]3)[S:12](=[O:29])(=[O:30])[N:11]2[CH3:31])[cH:3][cH:4][cH:5][cH:6]1>>[n:1]1[c:2]([NH:7][C:8](=[O:9])[C:10]2=[C:15]([OH:32])[c:14]3[c:13]([cH:28][cH:27][cH:26][cH:25]3)[S:12](=[O:29])(=[O:30])[N:11]2[CH3:31])[cH:3][cH:4][cH:5][cH:6]1. Reactants: C(C(C)C)(=O)OCCOC(NC1=CC(=CC(=C1)[N+](=O)[O-])[N+](=O)[O-])=O (2-(3,5-dinitrophenylcarbamoyloxy)ethyl isobutyrate), [H][H] (hydrogen), [H][H] (hydrogen), C(C(C)C)(=O)OCCOC(NC1=CC(=CC(=C1)[N+](=O)[O-])[N+](=O)[O-])=O (2-(3,5-dinitrophenylcarbamoyloxy)ethyl isobutyrate), [H][H] (hydrogen), [H][H] (Hydrogen). The reagents and catalysts are [C].[Pd] (palladium carbon). The solvent is C(C)O (ethanol). Reaction conditions: temperature 20 celsius, time 70 minute. Yields the product C(C(C)C)(=O)OCCOC(NC1=CC(=CC(=C1)N)N)=O (2-(3,5-diaminophenylcarbamoyloxy)ethyl isobutyrate). RXN SMILES: [C:1]([O:6][CH2:7][CH2:8][O:9][C:10](=[O:24])[NH:11][C:12]1[CH:17]=[C:16]([N+:18]([O-])=O)[CH:15]=[C:14]([N+:21]([O-])=O)[CH:13]=1)(=[O:5])[CH:2]([CH3:4])[CH3:3].[H][H]>[C].[Pd].C(O)C>[C:1]([O:6][CH2:7][CH2:8][O:9][C:10](=[O:24])[NH:11][C:12]1[CH:13]=[C:14]([NH2:21])[CH:15]=[C:16]([NH2:18])[CH:17]=1)(=[O:5])[CH:2]([CH3:4])[CH3:3] |f:2.3|. Reported procedure: 4.8 g of 5% palladium carbon, 48.0 g (0.141 mol) of 2-(3,5-dinitrophenylcarbamoyloxy)ethyl isobutyrate (compound 8) and 700 ml of ethanol were placed in a 5-l autoclave equipped with a thermocouple thermometer and a mixing blade, and the autoclave was sealed. The atmosphere inside the autoclave was replaced by hydrogen and the hydrogen pressure was raised to 5 kg/cm2. The autoclave contents were stirred at room temperature (20° C.). Ten minutes later, the autoclave inside temperature rose to 34°... Starting materials: CCOc1cc(F)c([N+](=O)[O-])cc1F, CCO. The product is CCOc1cc(F)c(N)cc1F. Reaction SMILES: [CH2:1]([CH3:2])[O:3][c:4]1[c:5]([F:14])[cH:6][c:7]([N+:11]([O-:12])=[O:13])[c:8]([F:10])[cH:9]1.[CH3:15][CH2:16][OH:17]>>[CH2:1]([CH3:2])[O:3][c:4]1[c:5]([F:14])[cH:6][c:7]([NH2:11])[c:8]([F:10])[cH:9]1.